Dataset: the Open Reaction Database (ORD), a public repository of structured organic reaction records. Task: describe an organic reaction: reactants, conditions, products, and yield The reactants are C(C)(C)(C)C=1C=C(C=C2C(CCC2)=O)C=C(C1)C(C)(C)C (2-(3,5-di(t-butyl)-benzylidene)cyclopentanone), [Cl-].C[N+](C)=C (N,N-dimethyl-methylene ammonium chloride). Solvent: C(C)#N (acetonitrile). The product is Cl.C(C)(C)(C)C=1C=C(C=C2C(C(CC2)CN(C)C)=O)C=C(C1)C(C)(C)C (2-(3,5-di(t-butyl)-benzylidene)-5-dimethylaminomethyl-cyclopentanone hydrochloride). Isolated yield 87.3%. RXN SMILES: [C:1]([C:5]1[CH:6]=[C:7]([CH:15]=[C:16]([C:18]([CH3:21])([CH3:20])[CH3:19])[CH:17]=1)[CH:8]=[C:9]1[CH2:13][CH2:12][CH2:11][C:10]1=[O:14])([CH3:4])([CH3:3])[CH3:2].[Cl-:22].[CH3:23][N+:24](=[CH2:26])[CH3:25]>C(#N)C>[ClH:22].[C:1]([C:5]1[CH:6]=[C:7]([CH:15]=[C:16]([C:18]([CH3:21])([CH3:20])[CH3:19])[CH:17]=1)[CH:8]=[C:9]1[CH2:13][CH2:12][CH:11]([CH2:23][N:24]([CH3:26])[CH3:25])[C:10]1=[O:14])([CH3:4])([CH3:3])[CH3:2] |f:1.2,4.5|. Reported procedure: 0.03 mol of 2-(3,5-di(t-butyl)-benzylidene)cyclopentanone was dissolved in 30 mL anhydrous acetonitrile, treated with 8.4 g (0.09 mol) of N,N-dimethyl-methylene ammonium chloride under refluxing, refluxed for 12 h to yield a solid product which was then suction filtered, dried and recrystallized in acetonitrile/chloroform to yield 2-(3,5-di(t-butyl)-benzylidene)-5-dimethylaminomethyl-cyclopentanone hydrochloride with a yield of 87.3%. Reactants: C1COCCN1, C1CCOC1, COC(=O)COc1c(C(=O)Cl)sc(Br)c1Br, CNC1(NC)C=CN=CC1, CCOC(C)=O. The product is COC(=O)COc1c(C(=O)N2CCOCC2)sc(Br)c1Br. RXN SMILES: [CH2:17]1[CH2:18][O:19][CH2:20][CH2:21][NH:22]1.[CH2:33]1[O:34][CH2:35][CH2:36][CH2:37]1.[CH3:1][O:2][C:3]([CH2:4][O:5][c:6]1[c:7]([C:13](=[O:14])[Cl:15])[s:8][c:9]([Br:12])[c:10]1[Br:11])=[O:16].[CH3:23][NH:24][C:25]1([NH:26][CH3:27])[CH:28]=[CH:29][N:30]=[CH:31][CH2:32]1.[CH3:38][CH2:39][O:40][C:41](=[O:42])[CH3:43]>>[CH3:1][O:2][C:3]([CH2:4][O:5][c:6]1[c:7]([C:13](=[O:14])[N:22]2[CH2:17][CH2:18][O:19][CH2:20][CH2:21]2)[s:8][c:9]([Br:12])[c:10]1[Br:11])=[O:16]. Starting materials: C(C)(C)(C)OC(NC1(COC(OC1)(C)C)CCC1=CC(=C(C=C1)OCCCC1=CSC2=C1C=CC=C2)C(F)(F)F)=O ([5-(2-{4-[3-(benzothiophen-3-yl)propoxy]-3-trifluoromethylphenyl}ethyl)-2,2-dimethyl-1,3-dioxan-5-yl]carbamic acid t-butyl ester), Cl (hydrochloric acid). Run in C(C)O (ethanol). Reaction conditions: temperature 80 celsius, time 1.5 hour. The product is Cl.NC(CO)(CO)CCC1=CC(=C(C=C1)OCCCC1=CSC2=C1C=CC=C2)C(F)(F)F (2-amino-2-(2-{4-[3-(benzothiophen-3-yl)propoxy]-3-trifluoromethylphenyl}ethyl)propane-1,3-diol hydrochloride). As a reaction SMILES: C(OC(=O)[NH:7][C:8]1([CH2:16][CH2:17][C:18]2[CH:23]=[CH:22][C:21]([O:24][CH2:25][CH2:26][CH2:27][C:28]3[C:32]4[CH:33]=[CH:34][CH:35]=[CH:36][C:31]=4[S:30][CH:29]=3)=[C:20]([C:37]([F:40])([F:39])[F:38])[CH:19]=2)[CH2:13][O:12]C(C)(C)[O:10][CH2:9]1)(C)(C)C.[ClH:42]>C(O)C>[ClH:42].[NH2:7][C:8]([CH2:16][CH2:17][C:18]1[CH:23]=[CH:22][C:21]([O:24][CH2:25][CH2:26][CH2:27][C:28]2[C:32]3[CH:33]=[CH:34][CH:35]=[CH:36][C:31]=3[S:30][CH:29]=2)=[C:20]([C:37]([F:40])([F:38])[F:39])[CH:19]=1)([CH2:13][OH:12])[CH2:9][OH:10] |f:3.4|. Procedure: Compound 80-5 (800 mg) was dissolved in ethanol (15 ml), concentrated hydrochloric acid (1.5 ml) was added, and the mixture was stirred at 80° C. for 1.5 hr. The reaction mixture was concentrated, and the residue was washed with diethyl ether to give the object product (510 mg) as a white powder. Product: C1(CCCCC1)ON1C(CC(CC1(C)C)NC(C)=O)(C)C (N-(1-Cyclohexyloxy-2,2,6,6-tetramethylpiperidin-4-yl)acetamide). Starting materials: N=O (nitroxyl), ON1C(CC(CC1(C)C)NC(C)=O)(C)C (N-(1-oxyl-2,2,6,6-tetramethylpiperidin-4-yl) acetamide), C(C)(C)(C)OO (tert-butyl hydroperoxide), C1CCCCC1 (cyclohexane). The reagents and catalysts are [Mo](=O)(=O)=O (molybdenum trioxide). Run in O (water). RXN SMILES: [OH:1][N:2]1[C:7]([CH3:9])([CH3:8])[CH2:6][CH:5]([NH:10][C:11](=[O:13])[CH3:12])[CH2:4][C:3]1([CH3:15])[CH3:14].C(OO)(C)(C)C.[CH2:22]1[CH2:27][CH2:26][CH2:25][CH2:24][CH2:23]1.N=O>[Mo](=O)(=O)=O.O>[CH:22]1([O:1][N:2]2[C:7]([CH3:8])([CH3:9])[CH2:6][CH:5]([NH:10][C:11](=[O:13])[CH3:12])[CH2:4][C:3]2([CH3:15])[CH3:14])[CH2:27][CH2:26][CH2:25][CH2:24][CH2:23]1. Reported procedure: A mixture of 10.0 grams (47 mmol) of N-(1-oxyl-2,2,6,6-tetramethylpiperidin-4-yl) acetamide, 15.2 grams (118 mmol) of 70% aqueous tert-butyl hydroperoxide, 0.67 gram of molybdenum trioxide, and 75 ml of cyclohexane is heated at reflux and water is,collected in a Dean-Stark trap. The reaction mixture is then transferred to a Fischer-Porter pressure bottle and heated at 140° C. (bath temperature) for four hours to discharge the red color of the nitroxyl starting material. The reaction mixture is f... Conditions: temperature 140 celsius, time 1 hour.